Dataset: the Open Reaction Database (ORD), a public repository of structured organic reaction records. Task: describe an organic reaction: reactants, conditions, products, and yield The product is COc1c(C=C[N+](=O)[O-])cc2c(c1OC)CCC2. RXN SMILES: [CH3:17][C:18](=[O:19])[O-:20].[CH3:1][O:2][c:3]1[c:4]2[c:8]([cH:9][c:10]([CH:14]=[O:15])[c:11]1[O:12][CH3:13])[CH2:7][CH2:6][CH2:5]2.[CH3:25][C:26](=[O:27])[OH:28].[N+:21](=[O:22])([O-:23])[CH3:24].[NH4+:16]>>[CH3:1][O:2][c:3]1[c:4]2[c:8]([cH:9][c:10]([CH:14]=[CH:24][N+:21](=[O:22])[O-:23])[c:11]1[O:12][CH3:13])[CH2:7][CH2:6][CH2:5]2. The reactants are CC(=O)[O-], COc1c(C=O)cc2c(c1OC)CCC2, CC(=O)O, C[N+](=O)[O-], [NH4+].